describe an organic reaction: reactants, conditions, products, and yield From a dataset of the Open Reaction Database (ORD), a public repository of structured organic reaction records. The reactants are Cc1ccccc1, CC(C)OC(=O)Cl, O=Cc1c(Cl)cc(O)cc1Cl, ClCCl, O, c1ccncc1. Yields the product CC(C)OC(=O)Oc1cc(Cl)c(C=O)c(Cl)c1. As a reaction SMILES: [CH3:25][c:26]1[cH:27][cH:28][cH:29][cH:30][cH:31]1.[Cl:18][C:19](=[O:20])[O:21][CH:22]([CH3:23])[CH3:24].[Cl:1][c:2]1[c:3]([CH:4]=[O:5])[c:6]([Cl:11])[cH:7][c:8]([OH:10])[cH:9]1.[Cl:32][CH2:33][Cl:34].[OH2:35].[cH:12]1[cH:13][cH:14][n:15][cH:16][cH:17]1>>[Cl:1][c:2]1[c:3]([CH:4]=[O:5])[c:6]([Cl:11])[cH:7][c:8]([O:10][C:19](=[O:20])[O:21][CH:22]([CH3:23])[CH3:24])[cH:9]1. Reactants: C[Al](C)C, COc1ccc(C#N)cn1, Cc1ccccc1, CS(=O)(=O)c1ccc(N)cc1, ClC(Cl)Cl, Cl. The product is COc1ccc(C(=N)Nc2ccc(S(C)(=O)=O)cc2)cn1. As a reaction SMILES: [CH3:13][Al:14]([CH3:15])[CH3:16].[CH3:17][O:18][c:19]1[cH:20][cH:21][c:22]([C:25]#[N:26])[cH:23][n:24]1.[CH3:27][c:28]1[cH:29][cH:30][cH:31][cH:32][cH:33]1.[CH3:2][S:3](=[O:4])(=[O:5])[c:6]1[cH:7][cH:8][c:9]([NH2:10])[cH:11][cH:12]1.[CH:34]([Cl:35])([Cl:36])[Cl:37].[ClH:1]>>[CH3:2][S:3](=[O:4])(=[O:5])[c:6]1[cH:7][cH:8][c:9]([NH:10][C:25]([c:22]2[cH:21][cH:20][c:19]([O:18][CH3:17])[n:24][cH:23]2)=[NH:26])[cH:11][cH:12]1. Starting materials: [N+](=O)([O-])C=1C=C(C=CC1)C=CC(=O)C1=CC=CC=C1 (3-(3-nitrophenyl)-1-phenyl-2-propen-1-one), [N+](=O)([O-])CC(=O)OCC (ethyl nitroacetate), O1CCOCC1 (dioxane). Reagents/catalysts: N1CCCCC1 (piperidine). Solvent: C(C)O (ethanol). Yields the product [N+](=O)([O-])C(C(=O)OCC)C(CC(C1=CC=CC=C1)=O)C1=CC(=CC=C1)[N+](=O)[O-] (ethyl 2-nitro-3-(3-nitrophenyl)-5-oxo-5-phenylpentanoate). The yield is 19.7%. As a reaction SMILES: [N+:1]([C:4]1[CH:5]=[C:6]([CH:10]=[CH:11][C:12]([C:14]2[CH:19]=[CH:18][CH:17]=[CH:16][CH:15]=2)=[O:13])[CH:7]=[CH:8][CH:9]=1)([O-:3])=[O:2].[N+:20]([CH2:23][C:24]([O:26][CH2:27][CH3:28])=[O:25])([O-:22])=[O:21].O1CCOCC1>N1CCCCC1.C(O)C>[N+:20]([CH:23]([CH:10]([C:6]1[CH:7]=[CH:8][CH:9]=[C:4]([N+:1]([O-:3])=[O:2])[CH:5]=1)[CH2:11][C:12](=[O:13])[C:14]1[CH:19]=[CH:18][CH:17]=[CH:16][CH:15]=1)[C:24]([O:26][CH2:27][CH3:28])=[O:25])([O-:22])=[O:21]. Procedure details: A mixture of 3-(3-nitrophenyl)-1-phenyl-2-propen-1-one (0.5 g), ethyl nitroacetate (0.29 g), piperidine (3 drops), dioxane (5 ml) and ethanol (5 ml) was refluxed for 2 hours. After allowing to cooling at ambient temperature, the reaction mixture was evaporated in vacuo. The residue was subjected to a column chromatography on silica gel (50 ml) eluting with benzene. The fractions containing the object compound were combined and concentrated under reduced pressure to give ethyl 2-nitro-3-(3-nitrop... Reactants: COC1=C(C(=CC=2C(CCC(C12)(C)C)(C)C)C)C=O (1-methoxy-3,5,5,8,8-pentamethyl-5,6,7,8-tetrahydronaphthalene-2-carboxaldehyde), Cl.NO (hydroxylamine hydrochloride), N1=CC=CC=C1 (pyridine), C1(=CC=CC=C1)C (toluene). The solvent is O (water), CCCCCC.C(C)(=O)OCC (hexane ethyl acetate), O (water). The product is COC1=C(C(=CC=2C(CCC(C12)(C)C)(C)C)C)C#N (1-methoxy-3,5,5,8,8-pentamethyl-5,6,7,8-tetrahydronaphthalene-2-carbonitrile). Reaction SMILES: [CH3:1][O:2][C:3]1[C:12]2[C:11]([CH3:14])([CH3:13])[CH2:10][CH2:9][C:8]([CH3:16])([CH3:15])[C:7]=2[CH:6]=[C:5]([CH3:17])[C:4]=1[CH:18]=O.Cl.NO.[N:23]1C=CC=CC=1.C1(C)C=CC=CC=1>O.CCCCCC.C(OCC)(=O)C>[CH3:1][O:2][C:3]1[C:12]2[C:11]([CH3:14])([CH3:13])[CH2:10][CH2:9][C:8]([CH3:16])([CH3:15])[C:7]=2[CH:6]=[C:5]([CH3:17])[C:4]=1[C:18]#[N:23] |f:1.2,6.7|. Procedure: A mixture 1-methoxy-3,5,5,8,8-pentamethyl-5,6,7,8-tetrahydronaphthalene-2-carboxaldehyde (67.95 g, 0.261 mol), hydroxylamine hydrochloride (19.10 g, 0.275 mol), pyridine (21 mL) and toluene (260 mL) was heated at reflux, with removal of water via a Dean-Stark trap, for 20 h. The mixture was cooled and hexane/ethyl acetate (8:1, 100 mL) and water (250 mL) was added. The layers were separated and the aqueous layer extracted with hexane/ethyl acetate (8:1, 2×50 mL). The combined organic extracts we... Starting materials: O1C(=CC=C1)C=1OC(=C(N1)COC1=C(C=C(COC2=NN(C=C2/C=C/C(=O)O)C2=CC=CC=C2)C=C1)OC)C ((2E)-3-{3-[(4-{[2-(2-furyl)-5-methyl-1,3-oxazol-4-yl]methoxy}-3-methoxybenzyl)oxy]-1-phenyl-1H-pyrazol-4-yl}-2-propenoic acid), Cl.C(C)N=C=NCCCN(C)C (1-ethyl-3-(3-dimethylaminopropyl)carbodiimide hydrochloride), O.ON1N=NC2=C1C=CC=C2 (1-hydroxybenzotriazole monohydrate), Cl.CNOC (N,O-dimethylhydroxylamine hydrochloride). Run in O (Water), CN(C=O)C (N,N-dimethylformamide), C(C)N(CC)CC (triethylamine). Reaction conditions: time 15 minute. The product is O1C(=CC=C1)C=1OC(=C(N1)COC1=C(C=C(COC2=NN(C=C2/C=C/C(=O)N(C)OC)C2=CC=CC=C2)C=C1)OC)C ((2E)-3-{3-[(4-{[2-(2-furyl)-5-methyl-1,3-oxazol-4-yl]methoxy}-3-methoxybenzyl)oxy]-1-phenyl-1H-pyrazol-4-yl}-N-methoxy-N-methyl-2-propenamide). Isolated yield 88.8%. Reaction SMILES: Cl.[CH3:2][NH:3][O:4][CH3:5].[O:6]1[CH:10]=[CH:9][CH:8]=[C:7]1[C:11]1[O:12][C:13]([CH3:44])=[C:14]([CH2:16][O:17][C:18]2[CH:41]=[CH:40][C:21]([CH2:22][O:23][C:24]3[C:28](/[CH:29]=[CH:30]/[C:31](O)=[O:32])=[CH:27][N:26]([C:34]4[CH:39]=[CH:38][CH:37]=[CH:36][CH:35]=4)[N:25]=3)=[CH:20][C:19]=2[O:42][CH3:43])[N:15]=1.Cl.C(N=C=NCCCN(C)C)C.O.ON1C2C=CC=CC=2N=N1>O.C(N(CC)CC)C.CN(C)C=O>[O:6]1[CH:10]=[CH:9][CH:8]=[C:7]1[C:11]1[O:12][C:13]([CH3:44])=[C:14]([CH2:16][O:17][C:18]2[CH:41]=[CH:40][C:21]([CH2:22][O:23][C:24]3[C:28](/[CH:29]=[CH:30]/[C:31]([N:3]([O:4][CH3:5])[CH3:2])=[O:32])=[CH:27][N:26]([C:34]4[CH:39]=[CH:38][CH:37]=[CH:36][CH:35]=4)[N:25]=3)=[CH:20][C:19]=2[O:42][CH3:43])[N:15]=1 |f:0.1,3.4,5.6|. Reported procedure: To a mixture of N,O-dimethylhydroxylamine hydrochloride (0.56 g) and N,N-dimethylformamide (30 mL) was added triethylamine (0.69 g) at room temperature, and the mixture was stirred for 15 min. To the reaction mixture were added (2E)-3-{3-[(4-{[2-(2-furyl)-5-methyl-1,3-oxazol-4-yl]methoxy}-3-methoxybenzyl)oxy]-1-phenyl-1H-pyrazol-4-yl}-2-propenoic acid (2.0 g), 1-ethyl-3-(3-dimethylaminopropyl)carbodiimide hydrochloride (1.09 g) and 1-hydroxybenzotriazole monohydrate (0.87 g), and the mixture was... The reactants are [Cl-].[NH4+] (ammonium chloride), ClC1=CC=C(C=N1)CO ((6-Chloropyridin-3-yl)methanol), BrCC1=CC=C(C=C1)C=1C(=CC=CC1)C#N (4′-(bromomethyl)biphenyl-2-carbonitrile), [H-].[Na+] (Sodium hydride). Solvent: O1CCCC1 (tetrahydrofuran). Conditions: temperature 0 celsius, time 1 hour. Yields the product ClC1=CC=C(C=N1)COCC1=CC=C(C=C1)C=1C(=CC=CC1)C#N (4′-{[(6-Chloropyridin-3-yl)methoxy]methyl}biphenyl-2-carbonitrile). The yield is 61.8%. Reaction SMILES: [Cl:1][C:2]1[N:7]=[CH:6][C:5]([CH2:8][OH:9])=[CH:4][CH:3]=1.[H-].[Na+].Br[CH2:13][C:14]1[CH:19]=[CH:18][C:17]([C:20]2[C:21]([C:26]#[N:27])=[CH:22][CH:23]=[CH:24][CH:25]=2)=[CH:16][CH:15]=1.[Cl-].[NH4+]>O1CCCC1>[Cl:1][C:2]1[N:7]=[CH:6][C:5]([CH2:8][O:9][CH2:13][C:14]2[CH:15]=[CH:16][C:17]([C:20]3[C:21]([C:26]#[N:27])=[CH:22][CH:23]=[CH:24][CH:25]=3)=[CH:18][CH:19]=2)=[CH:4][CH:3]=1 |f:1.2,4.5|. Procedure: (6-Chloropyridin-3-yl)methanol (4.3 g) was dissolved in tetrahydrofuran (150 mL), and the solution was cooled to 0° C. Sodium hydride (63%, 1.4 g) was added thereto, and the mixture was stirred at 0° C. for 1 hour. Subsequently, 4′-(bromomethyl)biphenyl-2-carbonitrile (9.0 g) was added thereto at 0° C., and the mixture was stirred at 50° C. for 19 hours. The reaction solution was brought back to room temperature, and a saturated aqueous ammonium chloride solution was added thereto. After extract...